The task is: describe an organic reaction: reactants, conditions, products, and yield. This data is from the Open Reaction Database (ORD), a public repository of structured organic reaction records. Starting materials: COc1cc(N)ccc1-c1nnc(-c2c(-c3ccccc3)noc2C)o1, CN(C)c1ccncc1, CC(C)NC(C)C, C1CCOC1, O=S(=O)(Cl)c1cccs1. Product: COc1cc(NS(=O)(=O)c2cccs2)ccc1-c1nnc(-c2c(-c3ccccc3)noc2C)o1. Reaction SMILES: [CH3:1][O:2][c:3]1[cH:4][c:5]([NH2:26])[cH:6][cH:7][c:8]1-[c:9]1[o:10][c:11](-[c:14]2[c:15](-[c:20]3[cH:21][cH:22][cH:23][cH:24][cH:25]3)[n:16][o:17][c:18]2[CH3:19])[n:12][n:13]1.[CH3:48][N:49]([CH3:50])[c:51]1[cH:52][cH:53][n:54][cH:55][cH:56]1.[CH:27]([NH:28][CH:29]([CH3:30])[CH3:31])([CH3:32])[CH3:33].[O:43]1[CH2:44][CH2:45][CH2:46][CH2:47]1.[s:34]1[c:35]([S:39](=[O:40])(=[O:41])[Cl:42])[cH:36][cH:37][cH:38]1>>[CH3:1][O:2][c:3]1[cH:4][c:5]([NH:26][S:39]([c:35]2[s:34][cH:38][cH:37][cH:36]2)(=[O:40])=[O:41])[cH:6][cH:7][c:8]1-[c:9]1[o:10][c:11](-[c:14]2[c:15](-[c:20]3[cH:21][cH:22][cH:23][cH:24][cH:25]3)[n:16][o:17][c:18]2[CH3:19])[n:12][n:13]1. The reactants are CC(Oc1cc(-n2cnc3cnc(COS(C)(=O)=O)cc32)sc1C(N)=O)c1ccccc1F, CN(C)CCN1CCNCC1, ClCCl. Product: CC(Oc1cc(-n2cnc3cnc(CN4CCN(CCN(C)C)CC4)cc32)sc1C(N)=O)c1ccccc1F. RXN SMILES: [CH3:1][S:2]([O:3][CH2:6][c:7]1[cH:8][c:9]2[c:10]([cH:11][n:12]1)[n:13][cH:14][n:15]2-[c:16]1[s:17][c:18]([C:31]([NH2:32])=[O:33])[c:19]([O:21][CH:22]([CH3:23])[c:24]2[c:25]([F:30])[cH:26][cH:27][cH:28][cH:29]2)[cH:20]1)(=[O:4])=[O:5].[CH3:34][N:35]([CH2:36][CH2:37][N:38]1[CH2:39][CH2:40][NH:41][CH2:42][CH2:43]1)[CH3:44].[Cl:45][CH2:46][Cl:47]>>[CH2:6]([c:7]1[cH:8][c:9]2[c:10]([cH:11][n:12]1)[n:13][cH:14][n:15]2-[c:16]1[s:17][c:18]([C:31]([NH2:32])=[O:33])[c:19]([O:21][CH:22]([CH3:23])[c:24]2[c:25]([F:30])[cH:26][cH:27][cH:28][cH:29]2)[cH:20]1)[N:41]1[CH2:40][CH2:39][N:38]([CH2:37][CH2:36][N:35]([CH3:34])[CH3:44])[CH2:43][CH2:42]1. Reactants: OC1C[C@]2(CO[C@@]3(C1=C(C(C(=C3C)C)=O)C)O2)C ((3S,9aR)-(-)-2,3,4,5,7,9a-hexahydro-5-hydroxy-3,6,8,9-tetramethyl-3,9a-epoxy-1-benzoxepin-7-one), palladium-on-barium sulfate, 2-N, S(O)(O)(=O)=O (sulfuric acid), [H][H] (hydrogen), [H][H] (hydrogen). The reagents and catalysts are Cl(=O)(=O)(=O)O (perchloric acid). Run in CO (methanol). Reaction conditions: time 15 hour. The product is OC=1C(=C2CC[C@](OC2=C(C1C)C)(CO)C)C ((S)-(+)-6-hydroxy-2,5,7,8-tetramethylchroman-2-methanol). The yield is 111.3%. RXN SMILES: O[CH:2]1[C:8]2=[C:9]([CH3:16])[C:10](=[O:15])[C:11]([CH3:14])=[C:12]([CH3:13])[C@:7]32[O:17][C@:4]([CH3:18])([CH2:5][O:6]3)[CH2:3]1.[H][H].S(=O)(=O)(O)O>Cl(O)(=O)(=O)=O.CO>[OH:15][C:10]1[C:9]([CH3:16])=[C:8]2[C:7](=[C:12]([CH3:13])[C:11]=1[CH3:14])[O:17][C@:4]([CH3:18])([CH2:5][OH:6])[CH2:3][CH2:2]2. Reported procedure: A mixture of 0.59 g of (3S,9aR)-(-)-2,3,4,5,7,9a-hexahydro-5-hydroxy-3,6,8,9-tetramethyl-3,9a-epoxy-1-benzoxepin-7-one, 0.7 g of palladium-on-barium sulfate (5% by weight) and 3 drops of concentrated perchloric acid in 20 ml of methanol was hydrogenated with ca 120 ml of hydrogen under normal pressure. Subsequently, 2 ml of 2-N sulfuric acid were added and air was conducted into the mixture for 15 hours. The reaction mixture was again hydrogenated with ca 25 ml of hydrogen. After removal of the ... Reactants: CO, CSc1nc(=O)c2sc(N3CCOCC3)nc2n1Cc1cccc(Cl)c1C. The product is COc1nc(=O)c2sc(N3CCOCC3)nc2n1Cc1cccc(Cl)c1C. Reaction SMILES: [CH3:28][OH:29].[Cl:1][c:2]1[c:3]([CH3:27])[c:4]([CH2:8][n:9]2[c:10]([S:25][CH3:26])[n:11][c:12](=[O:24])[c:13]3[c:14]2[n:15][c:16]([N:18]2[CH2:19][CH2:20][O:21][CH2:22][CH2:23]2)[s:17]3)[cH:5][cH:6][cH:7]1>>[Cl:1][c:2]1[c:3]([CH3:27])[c:4]([CH2:8][n:9]2[c:10]([O:29][CH3:28])[n:11][c:12](=[O:24])[c:13]3[c:14]2[n:15][c:16]([N:18]2[CH2:19][CH2:20][O:21][CH2:22][CH2:23]2)[s:17]3)[cH:5][cH:6][cH:7]1. Starting materials: O=C(n1ccnc1)n1ccnc1, COCCN, Cc1c(C)c2c(c(C)c1O)CCC(C)(C(=O)O)O2. RXN SMILES: [C:19]([n:20]1[cH:21][cH:22][n:23][cH:24]1)([n:25]1[cH:26][cH:27][n:28][cH:29]1)=[O:30].[CH3:31][O:32][CH2:33][CH2:34][NH2:35].[OH:1][c:2]1[c:3]([CH3:18])[c:4]2[c:9]([c:10]([CH3:13])[c:11]1[CH3:12])[O:8][C:7]([C:14](=[O:15])[OH:16])([CH3:17])[CH2:6][CH2:5]2>>[OH:1][c:2]1[c:3]([CH3:18])[c:4]2[c:9]([c:10]([CH3:13])[c:11]1[CH3:12])[O:8][C:7]([C:14](=[O:16])[NH:35][CH2:34][CH2:33][O:32][CH3:31])([CH3:17])[CH2:6][CH2:5]2. Product: COCCNC(=O)C1(C)CCc2c(C)c(O)c(C)c(C)c2O1. Reactants: N(=C=O)C(C[C@H]1C[C@@H]([C@H](CN1)OC(S(=O)(=O)C1=CC=C(C=C1)C)C=1C=CC2=C(N(CCO2)CCCOC)C1)C1=CC=C(C=C1)COC[C@@H](C)OCC)(C)C (6-[(3R,4R,6R)-6-(2-isocyanato-2-methyl-propyl)-4-[4-((R)-2-ethoxy-propoxymethyl)-phenyl]-1-(toluene-4-sulfonyl)-piperidin-3-yloxymethyl]-4-(3-methoxy-propyl) -3,4-dihydro-2H-benzo[1,4]oxazine), C(C1=CC=CC=C1)O (benzyl alcohol). Reaction conditions: temperature 115 celsius. Yields the product C(C)O[C@@H](COCC1=CC=C(C=C1)[C@H]1C[C@@H](NC[C@@H]1OCC=1C=CC2=C(N(CCO2)CCCOC)C1)CC(C)(C)NC(C)=O)C (N-(2-{(2R,4R,5R)-4-[4-((R)-2-Ethoxy-propoxymethyl)-phenyl]-5-[4-(3-methoxy-propyl) -3,4-dihydro-2H-benzo[1,4]oxazin-6-ylmethoxy]-piperdin-2-yl}-1,1-dimethyl-ethyl) -acetamide). RXN SMILES: [N:1]([C:4]([CH3:54])([CH3:53])[CH2:5][C@@H:6]1[NH:11][CH2:10][C@H:9]([O:12][CH:13]([C:24]2[CH:25]=[CH:26][C:27]3[O:32][CH2:31][CH2:30][N:29]([CH2:33][CH2:34][CH2:35][O:36][CH3:37])[C:28]=3[CH:38]=2)S(C2C=CC(C)=CC=2)(=O)=O)[C@@H:8]([C:39]2[CH:44]=[CH:43][C:42]([CH2:45][O:46][CH2:47][C@H:48]([O:50][CH2:51][CH3:52])[CH3:49])=[CH:41][CH:40]=2)[CH2:7]1)=[C:2]=[O:3].[CH2:55](O)C1C=CC=CC=1>>[CH2:51]([O:50][C@H:48]([CH3:49])[CH2:47][O:46][CH2:45][C:42]1[CH:41]=[CH:40][C:39]([C@@H:8]2[C@@H:9]([O:12][CH2:13][C:24]3[CH:25]=[CH:26][C:27]4[O:32][CH2:31][CH2:30][N:29]([CH2:33][CH2:34][CH2:35][O:36][CH3:37])[C:28]=4[CH:38]=3)[CH2:10][NH:11][C@@H:6]([CH2:5][C:4]([NH:1][C:2](=[O:3])[CH3:55])([CH3:53])[CH3:54])[CH2:7]2)=[CH:44][CH:43]=1)[CH3:52]. Procedure: A mixture of 1.0 mmol of 6-[(3R,4R,6R)-6-(2-isocyanato-2-methyl-propyl)-4-[4-((R)-2-ethoxy-propoxymethyl)-phenyl]-1-(toluene-4-sulfonyl)-piperidin-3-yloxymethyl]-4-(3-methoxy-propyl) -3,4-dihydro-2H-benzo[1,4]oxazine and 20.0 mmol of benzyl alcohol is heated at 115° C. for 14 h. The reaction mixture is directly purified by flash chromatography (SiO2 60 F) to afford the title compound which is identified based on its Rf value. Starting materials: O=C([O-])[O-], CCC(C)=O, ClCCCN1CCCC1, [K+], [K+], O, Cc1cc(CO)n(-c2ccc(O)cc2)n1. The product is Cc1cc(CO)n(-c2ccc(OCCCN3CCCC3)cc2)n1. Reaction SMILES: [C:16](=[O:17])([O-:18])[O-:19].[CH3:31][C:32](=[O:33])[CH2:34][CH3:35].[Cl:22][CH2:23][CH2:24][CH2:25][N:26]1[CH2:27][CH2:28][CH2:29][CH2:30]1.[K+:20].[K+:21].[OH2:36].[OH:1][CH2:2][c:3]1[cH:4][c:5]([CH3:15])[n:6][n:7]1-[c:8]1[cH:9][cH:10][c:11]([OH:14])[cH:12][cH:13]1>>[OH:1][CH2:2][c:3]1[cH:4][c:5]([CH3:15])[n:6][n:7]1-[c:8]1[cH:9][cH:10][c:11]([O:14][CH2:23][CH2:24][CH2:25][N:26]2[CH2:27][CH2:28][CH2:29][CH2:30]2)[cH:12][cH:13]1.